Dataset: the Open Reaction Database (ORD), a public repository of structured organic reaction records. Task: describe an organic reaction: reactants, conditions, products, and yield Reactants: BrC1=C(C=CC=C1C)COC1=C(C=CC(=C1)C(F)(F)F)Cl (2-bromo-1-((2-chloro-5-(trifluoromethyl)phenoxy)methyl)-3-methylbenzene), O1CCN(CC1)C=1C(=NC2=CC=C(C=C2C1)B1OC(C(O1)(C)C)(C)C)N (3-morpholino-6-(4,4,5,5-tetramethyl-1,3,2-dioxaborolan-2-yl)quinolin-2-amine), C1(CCCCC1)P(C1=C(C=CC=C1)C1=C(C=C(C=C1C(C)C)C(C)C)C(C)C)C1CCCCC1 (dicyclohexyl(2′,4′,6′-triisopropylbiphenyl-2-yl)phosphine), P(=O)([O-])([O-])[O-].[K+].[K+].[K+] (potassium phosphate). The reagents and catalysts are C=1C=CC(=CC1)/C=C/C(=O)/C=C/C2=CC=CC=C2.C=1C=CC(=CC1)/C=C/C(=O)/C=C/C2=CC=CC=C2.C=1C=CC(=CC1)/C=C/C(=O)/C=C/C2=CC=CC=C2.[Pd].[Pd] (Pd2(dba)3). Run in O1CCOCC1 (dioxane), O (water). Yields the product ClC1=C(OCC2=C(C(=CC=C2)C)C=2C=C3C=C(C(=NC3=CC2)N)N2CCOCC2)C=C(C=C1)C(F)(F)F (6-(2-((2-chloro-5-(trifluoromethyl)phenoxy)methyl)-6-methylphenyl)-3-morpholinoquinolin-2-amine). Reaction SMILES: Br[C:2]1[C:7]([CH3:8])=[CH:6][CH:5]=[CH:4][C:3]=1[CH2:9][O:10][C:11]1[CH:16]=[C:15]([C:17]([F:20])([F:19])[F:18])[CH:14]=[CH:13][C:12]=1[Cl:21].[O:22]1[CH2:27][CH2:26][N:25]([C:28]2[C:29]([NH2:47])=[N:30][C:31]3[C:36]([CH:37]=2)=[CH:35][C:34](B2OC(C)(C)C(C)(C)O2)=[CH:33][CH:32]=3)[CH2:24][CH2:23]1.C1(P(C2CCCCC2)C2C=CC=CC=2C2C(C(C)C)=CC(C(C)C)=CC=2C(C)C)CCCCC1.P([O-])([O-])([O-])=O.[K+].[K+].[K+]>O1CCOCC1.C1C=CC(/C=C/C(/C=C/C2C=CC=CC=2)=O)=CC=1.C1C=CC(/C=C/C(/C=C/C2C=CC=CC=2)=O)=CC=1.C1C=CC(/C=C/C(/C=C/C2C=CC=CC=2)=O)=CC=1.[Pd].[Pd].O>[Cl:21][C:12]1[CH:13]=[CH:14][C:15]([C:17]([F:20])([F:19])[F:18])=[CH:16][C:11]=1[O:10][CH2:9][C:3]1[CH:4]=[CH:5][CH:6]=[C:7]([CH3:8])[C:2]=1[C:34]1[CH:35]=[C:36]2[C:31](=[CH:32][CH:33]=1)[N:30]=[C:29]([NH2:47])[C:28]([N:25]1[CH2:24][CH2:23][O:22][CH2:27][CH2:26]1)=[CH:37]2 |f:3.4.5.6,8.9.10.11.12|. Procedure: A degassed solution of 2-bromo-1-((2-chloro-5-(trifluoromethyl)phenoxy)methyl)-3-methylbenzene (64.1 mg, 0.169 mmol), 3-morpholino-6-(4,4,5,5-tetramethyl-1,3,2-dioxaborolan-2-yl)quinolin-2-amine (50 mg, 0.141 mmol, prepared as in Example 2, Step 1-2), dicyclohexyl(2′,4′,6′-triisopropylbiphenyl-2-yl)phosphine (13.42 mg, 0.028 mmol), potassium phosphate (149 mg, 0.704 mmol) and Pd2(dba)3 (6.44 mg, 7.04 μmol) in dioxane (0.94 mL)/water (0.47 mL) was heated in a sealed tube in the microwave at 140° ... The reactants are [BH4-], Cn1ccnc1C=O, CO, COC(OC)OC, CCCN(CCC)CCCCNC(=O)c1ccc(CN)cc1, [Na+], O. The product is CCCN(CCC)CCCCNC(=O)c1ccc(CNCc2nccn2C)cc1. As a reaction SMILES: [BH4-:38].[CH3:30][n:31]1[c:32]([CH:36]=[O:37])[n:33][cH:34][cH:35]1.[CH3:40][OH:41].[CH:23]([O:24][CH3:25])([O:26][CH3:27])[O:28][CH3:29].[NH2:1][CH2:2][c:3]1[cH:4][cH:5][c:6]([C:7](=[O:8])[NH:9][CH2:10][CH2:11][CH2:12][CH2:13][N:14]([CH2:15][CH2:16][CH3:17])[CH2:18][CH2:19][CH3:20])[cH:21][cH:22]1.[Na+:39].[OH2:42]>>[NH:1]([CH2:2][c:3]1[cH:4][cH:5][c:6]([C:7](=[O:8])[NH:9][CH2:10][CH2:11][CH2:12][CH2:13][N:14]([CH2:15][CH2:16][CH3:17])[CH2:18][CH2:19][CH3:20])[cH:21][cH:22]1)[CH2:36][c:32]1[n:31]([CH3:30])[cH:35][cH:34][n:33]1. Starting materials: C1(=CC=CS1)CC1=C(OCC2CO2)C=CC=C1 (1-[2-(2-thenyl)phenoxy]-2,3-epoxypropane), S(=O)(=O)(OCCN)O (2-aminoethyl hydrogen sulfate), [OH-].[Na+] (sodium hydroxide), C(C)O (ethanol). The solvent is O (water). Conditions: time 23 hour. Product: C(\C=C/C(=O)O)(=O)O.C1(=CC=CS1)CC1=C(OCC2CNCCO2)C=CC=C1 (2-[2-(2-thenyl)phenoxymethyl]morpholine maleate). As a reaction SMILES: [C:1]1([CH2:6][C:7]2[CH:17]=[CH:16][CH:15]=[CH:14][C:8]=2[O:9][CH2:10][CH:11]2[O:13][CH2:12]2)[S:5][CH:4]=[CH:3][CH:2]=1.S(O)([O:21][CH2:22][CH2:23][NH2:24])(=O)=O.[OH-:26].[Na+].C([OH:30])C>O>[C:11]([OH:13])(=[O:30])/[CH:12]=[CH:23]\[C:22]([OH:21])=[O:26].[C:1]1([CH2:6][C:7]2[CH:17]=[CH:16][CH:15]=[CH:14][C:8]=2[O:9][CH2:10][CH:11]2[O:21][CH2:22][CH2:23][NH:24][CH2:12]2)[S:5][CH:4]=[CH:3][CH:2]=1 |f:2.3,6.7|. Reported procedure: A mixture of 19 g of 1-[2-(2-thenyl)phenoxy]-2,3-epoxypropane, 65 g of 2-aminoethyl hydrogen sulfate, 40 g of sodium hydroxide, 350 ml of ethanol and 200 ml of water was heated under reflux with stirring for 23 hours. Most of the ethanol was distilled off, and the residue was extracted with two 400 ml portions of ethyl acetate. The extract was washed with water and dried over anhydrous magnesium sulfate, and the ethyl acetate was distilled off under reduced pressure. To the residue was added a s... The reactants are O (water), Cl.ClC1=CC=C2C(=CC=NC2=C1)NC1=CC=C(C=C1)CC(=O)O (2-[4-(7-chloro-4-quinolylamino)phenyl]acetic acid hydrochloride), C(=O)(C=1NC=CN1)C=1NC=CN1 (carbonyl di-imidazole), NC1CN(CCC1)CC (3-amino-1-ethylpiperidine), O (water). Run in CS(=O)C (dimethyl sulphoxide). Run at temperature 100 celsius, time 2 hour. The product is O.ClC1=CC=C2C(=CC=NC2=C1)NC1=CC=C(C=C1)CC(=O)NC1CN(CCC1)CC (2-[4-(7-chloro-4-quinolylamino)phenyl]-N-(1-ethyl-3-piperidyl)acetamide monohydrate). The yield is 92.4%. Reaction SMILES: Cl.[Cl:2][C:3]1[CH:12]=[C:11]2[C:6]([C:7]([NH:13][C:14]3[CH:19]=[CH:18][C:17]([CH2:20][C:21]([OH:23])=[O:22])=[CH:16][CH:15]=3)=[CH:8][CH:9]=[N:10]2)=[CH:5][CH:4]=1.C(C1NC=CN=1)(C1NC=CN=1)=O.[NH2:36][CH:37]1[CH2:42][CH2:41][CH2:40][N:39]([CH2:43][CH3:44])[CH2:38]1.O>CS(C)=O>[OH2:22].[Cl:2][C:3]1[CH:12]=[C:11]2[C:6]([C:7]([NH:13][C:14]3[CH:15]=[CH:16][C:17]([CH2:20][C:21]([NH:36][CH:37]4[CH2:42][CH2:41][CH2:40][N:39]([CH2:43][CH3:44])[CH2:38]4)=[O:23])=[CH:18][CH:19]=3)=[CH:8][CH:9]=[N:10]2)=[CH:5][CH:4]=1 |f:0.1,6.7|. Reported procedure: 7.0 Grams (0.02 mole) of 2-[4-(7-chloro-4-quinolylamino)phenyl]acetic acid hydrochloride were dissolved in 150 milliliters of dimethyl sulphoxide by heating the stirred mixture to 100° C. under nitrogen. The solution was cooled to room temperature, 6.48 grams (0.04 mole) of carbonyl di-imidazole were added and the mixture was stirred for 21/2 hours under nitrogen. 7.68 Grams (0.06 mole) of 3-amino-1-ethylpiperidine were added, the solution was stirred for another 21/2 hours and poured into 500 m... The reactants are NC1=CC=C2C(=C(N(C2=C1)CC)C1=CC=C(C=C1)OCC)C#N (6-Amino-2-(4-ethoxyphenyl)-1-ethyl-1H-indole-3-carbonitrile), C(C)N=C=O (ethyl isocyanate). Run in ClCCl (dichloromethane). Product: C(#N)C1=C(N(C2=CC(=CC=C12)NC(=O)NCC)CC)C1=CC=C(C=C1)OCC (1-[3-cyano-2-(4-ethoxy-phenyl)-1-ethyl-1H-indol-6-yl]-3-ethyl-urea). The yield is 95.6%. As a reaction SMILES: [NH2:1][C:2]1[CH:10]=[C:9]2[C:5]([C:6]([C:22]#[N:23])=[C:7]([C:13]3[CH:18]=[CH:17][C:16]([O:19][CH2:20][CH3:21])=[CH:15][CH:14]=3)[N:8]2[CH2:11][CH3:12])=[CH:4][CH:3]=1.[CH2:24]([N:26]=[C:27]=[O:28])[CH3:25]>ClCCl>[C:22]([C:6]1[C:5]2[C:9](=[CH:10][C:2]([NH:1][C:27]([NH:26][CH2:24][CH3:25])=[O:28])=[CH:3][CH:4]=2)[N:8]([CH2:11][CH3:12])[C:7]=1[C:13]1[CH:18]=[CH:17][C:16]([O:19][CH2:20][CH3:21])=[CH:15][CH:14]=1)#[N:23]. Procedure details: 6-Amino-2-(4-ethoxyphenyl)-1-ethyl-1H-indole-3-carbonitrile (31 mg, 0.1 mmol) is treated with ethyl isocyanate (14 mg, 0.2 mmol) in dichloromethane (1.0 mL) at 40° C. overnight. The precipitate is collected via filtration, washed with dichloromethane and dried in air to furnish 1-[3-cyano-2-(4-ethoxy-phenyl)-1-ethyl-1H-indol-6-yl]-3-ethyl-urea (36 mg, 95%). Reactants: C(C#C)[Mg]Br (propargylmagnesium bromide), COCCC(C)=O (4-methoxy-2-butanone), C(C#C)Br (propargyl bromide), CCOCC (ether), CCOCC (ether), [Mg] (magnesium), mercuric chloride, product. Reaction conditions: time 30 minute. The product is OC(CC#C)(CCC(C)=O)C (4-hydroxy-4-methyl-7-oxo-1-octyne). As a reaction SMILES: [CH2:1]([Mg]Br)[C:2]#[CH:3].[Mg].C(Br)C#C.CO[CH2:13][CH2:14][C:15](=[O:17])[CH3:16].CC[O:20][CH2:21][CH3:22]>>[OH:20][C:21]([CH3:22])([CH2:13][CH2:14][C:15](=[O:17])[CH3:16])[CH2:3][C:2]#[CH:1]. Procedure details: To a stirred solution of propargylmagnesium bromide in 35 ml. of ether, prepared from 7.65 g. (0.3 moles) of magnesium, 170 mg. of mercuric chloride and 33.6 g. (0.28 moles) of propargyl bromide, is added dropwise under argon atmosphere a solution of 25 g. (0.245 moles) of 4-methoxy-2-butanone [L. R. Fedor, J. Am. Chem. Soc., 91:4, 908 (1969)] in 20 ml. of ether at a rate to maintain gentle refluxing. The resulting mixture is stirred at ambient temperature for an additional 30 minutes then quenc... The reactants are C[Si](C)(C)N=C=O (trimethylsilylisocyanate), CC=1C=NC=2CCCCC2C1 (3-methyl-5,6,7,8-tetrahydroquinoline), Cl (HCl), C(CCC)[Li] (butyllithium). The solvent is CCCCCC (hexane), O (water), CCCCCC (hexane), CCCCCC (hexane). Reaction conditions: time 1 hour. Yields the product CC=1C=NC=2C(CCCC2C1)C(=O)N (3-Methyl-5,6,7,8-tetrahydroquinoline-8-carboxamide). Isolated yield 32.6%. RXN SMILES: [CH3:1][C:2]1[CH:3]=[N:4][C:5]2[CH2:6][CH2:7][CH2:8][CH2:9][C:10]=2[CH:11]=1.C([Li])CCC.C[Si]([N:21]=[C:22]=[O:23])(C)C.Cl>CCCCCC.O>[CH3:1][C:2]1[CH:3]=[N:4][C:5]2[CH:6]([C:22]([NH2:21])=[O:23])[CH2:7][CH2:8][CH2:9][C:10]=2[CH:11]=1. Reported procedure: A solution of 3-methyl-5,6,7,8-tetrahydroquinoline (7.3 g., 0.05 mol.) in hexane (50 ml.) was cooled to 0° C and treated dropwise with 15w/w butyllithium in hexane (26 ml., 0.06 mol.) in a nitrogen atmosphere. The reaction mixture was allowed to stand at 0° C for 1 hour and was then added dropwise over 30 minutes to a solution of trimethylsilylisocyanate (19.5 g., 0.17 mol.) in hexane (50 ml.) keeping the internal temperature at -20° C. The reaction mixture was allowed to stand at -20° C for 1 h... The reactants are FC1=NC=C(C=C1)Br (2-fluoro-5-bromopyridine), C1(CC1)B(O)O (cyclopropylboronic acid), P(=O)([O-])([O-])[O-].[K+].[K+].[K+] (potassium phosphate). Reagents/catalysts: Cl[Pd-]([C-]1C(=CC=C1)N(C)C)P(C1C2CCC(C1)C2)C2C1CCC(C2)C1.[CH-]1C=CC=C1.[Fe+2] (Chloro(di-2-norbornylphosphino)(2-dimethylaminoferrocen-1-yl)palladium(II)). Run in O1CCOCC1 (1,4-dioxane). Reaction conditions: temperature 100 celsius. Product: C1(CC1)C=1C=CC(=NC1)F (5-cyclopropyl-2-fluoropyridine). RXN SMILES: [F:1][C:2]1[CH:7]=[CH:6][C:5](Br)=[CH:4][N:3]=1.[CH:9]1(B(O)O)[CH2:11][CH2:10]1.P([O-])([O-])([O-])=O.[K+].[K+].[K+]>O1CCOCC1.Cl[Pd-](P(C1CC2CC1CC2)C1CC2CC1CC2)[C-]1C=CC=C1N(C)C.[CH-]1C=CC=C1.[Fe+2]>[CH:9]1([C:5]2[CH:6]=[CH:7][C:2]([F:1])=[N:3][CH:4]=2)[CH2:11][CH2:10]1 |f:2.3.4.5,7.8.9|. Procedure details: A mixture of 2-fluoro-5-bromopyridine (1.17 ml, 11.4 mmol), cyclopropylboronic acid (1.47 g, 17.1 mmol) and potassium phosphate (7.26 g, 34.2 mmol) in 1,4-dioxane (20 ml) was stirred under argon atmosphere. Chloro(di-2-norbornylphosphino)(2-dimethylaminoferrocen-1-yl)palladium(II) (67 mg, 0.11 mmol) was added. The reaction mixture was heated at 100° C. under argon atmosphere for 48 hours and then cooled down to room temperature. The crude mixture was partitioned between ethyl acetate and water. ...